Task: describe an organic reaction: reactants, conditions, products, and yield. Dataset: the Open Reaction Database (ORD), a public repository of structured organic reaction records Starting materials: CC(C)(C)OC(=O)N1CCC(c2cnc(S(C)(=O)=O)nc2)C(OCc2ccc3ccccc3c2)C1, CN(C)C=O, OCc1nc(-c2ccccc2Cl)no1, [H-], [Na+]. Product: CC(C)(C)OC(=O)N1CCC(c2cnc(OCc3nc(-c4ccccc4Cl)no3)nc2)C(OCc2ccc3ccccc3c2)C1. As a reaction SMILES: [CH3:15][S:16](=[O:17])(=[O:18])[c:19]1[n:20][cH:21][c:22]([CH:25]2[CH:26]([O:38][CH2:39][c:40]3[cH:41][c:42]4[cH:43][cH:44][cH:45][cH:46][c:47]4[cH:48][cH:49]3)[CH2:27][N:28]([C:31](=[O:32])[O:33][C:34]([CH3:35])([CH3:36])[CH3:37])[CH2:29][CH2:30]2)[cH:23][n:24]1.[CH3:52][N:53]([CH3:54])[CH:55]=[O:56].[Cl:1][c:2]1[c:3](-[c:8]2[n:9][o:10][c:11]([CH2:13][OH:14])[n:12]2)[cH:4][cH:5][cH:6][cH:7]1.[H-:50].[Na+:51]>>[Cl:1][c:2]1[c:3](-[c:8]2[n:9][o:10][c:11]([CH2:13][O:14][c:19]3[n:20][cH:21][c:22]([CH:25]4[CH:26]([O:38][CH2:39][c:40]5[cH:41][c:42]6[cH:43][cH:44][cH:45][cH:46][c:47]6[cH:48][cH:49]5)[CH2:27][N:28]([C:31](=[O:32])[O:33][C:34]([CH3:35])([CH3:36])[CH3:37])[CH2:29][CH2:30]4)[cH:23][n:24]3)[n:12]2)[cH:4][cH:5][cH:6][cH:7]1. Reactants: Cl (HCl), IC1=C(C=CC=C1)O (2-iodophenol), C(=O)([O-])[O-].[K+].[K+] (K2CO3), C(#N)C=1C=C(C=CC1F)S(=O)(=O)NC1=NC=NS1 (3-cyano-4-fluoro-N-(1,2,4-thiadiazol-5-yl)benzenesulfonamide). Run in CN(C)C=O (DMF). Conditions: temperature 80 celsius. Product: C(#N)C=1C=C(C=CC1OC1=C(C=CC=C1)I)S(=O)(=O)NC1=NC=NS1 (3-cyano-4-(2-iodo-phenoxy)-N-[1,2,4]thiadiazol-5-yl-benzenesulfonamide). Isolated yield 88.7%. RXN SMILES: [I:1][C:2]1[CH:7]=[CH:6][CH:5]=[CH:4][C:3]=1[OH:8].C([O-])([O-])=O.[K+].[K+].[C:15]([C:17]1[CH:18]=[C:19]([S:24]([NH:27][C:28]2[S:32][N:31]=[CH:30][N:29]=2)(=[O:26])=[O:25])[CH:20]=[CH:21][C:22]=1F)#[N:16].Cl>CN(C=O)C>[C:15]([C:17]1[CH:18]=[C:19]([S:24]([NH:27][C:28]2[S:32][N:31]=[CH:30][N:29]=2)(=[O:26])=[O:25])[CH:20]=[CH:21][C:22]=1[O:8][C:3]1[CH:4]=[CH:5][CH:6]=[CH:7][C:2]=1[I:1])#[N:16] |f:1.2.3|. Procedure details: To a solution of 2-iodophenol (6.0 mmol, 1320 mg) and K2CO3 (10.5 mmol, 1450 mg) in DMF (15.0 mL) was added 3-cyano-4-fluoro-N-(1,2,4-thiadiazol-5-yl)benzenesulfonamide (Preparation 65, 4.5 mmol, 1280 mg). The reaction mixture was heated at 80° C. for 24 hours. The reaction was cooled to room temperature and the mixture was poured into 1 N aqueous HCl (100 mL) to obtain a white solid. The afforded solid was washed with heptane and the solid was dried in vacuo to furnish 1.932 g of the title comp... Starting materials: CCOC(=S)[S-].[K+] (potassium ethylxanthogenate), NC1=NC(=CC(=N1)CCl)OC (2-amino-4-chloromethyl-6-methoxy-pyrimidine). The solvent is C(C)O (ethanol), O (water). Yields the product NC1=NC(=CC(=N1)OC)CSC(=S)OCC (2-Amino-4-methoxy-6-ethoxythiocarbonylthiomethylpyrimidine). RXN SMILES: [CH3:1][CH2:2][O:3][C:4]([S-:6])=[S:5].[K+].[NH2:8][C:9]1[N:14]=[C:13]([CH2:15]Cl)[CH:12]=[C:11]([O:17][CH3:18])[N:10]=1>C(O)C.O>[NH2:8][C:9]1[N:10]=[C:11]([O:17][CH3:18])[CH:12]=[C:13]([CH2:15][S:5][C:4]([O:3][CH2:2][CH3:1])=[S:6])[N:14]=1 |f:0.1|. Procedure details: 16.0 g of potassium ethylxanthogenate and 17.4 g of 2-amino-4-chloromethyl-6-methoxy-pyrimidine are refluxed in 100 ml of ethanol for 30 minutes. After the reaction solution has cooled, it is diluted with about 1 liter of water, and the product which precipitates is separated and dried. The yield is 22.5 g (87% of theory) of 2-amino-4-methoxy-6-ethoxythiocarbonylthiomethyl-pyrimidine, m.p. 91°-93° C. The product is CCCCOc1cc(COc2cccc(CCC(=O)O)c2)ccc1-c1cc(OC)ccc1F. Reaction SMILES: [CH2:14]([CH2:15][CH2:16][CH3:17])[O:18][c:19]1[c:20](-[c:42]2[c:43]([F:50])[cH:44][cH:45][c:46]([O:48][CH3:49])[cH:47]2)[cH:21][cH:22][c:23]([CH2:25][O:26][c:27]2[cH:28][c:29]([CH:33]([CH2:34][C:35](=[O:36])[OH:37])[C:38]([F:39])([F:40])[F:41])[cH:30][cH:31][cH:32]2)[cH:24]1.[OH:1][c:2]1[cH:3][c:4]([CH2:5][CH2:6][C:7]([O:8][CH3:9])=[O:10])[cH:11][cH:12][cH:13]1>>[CH2:14]([CH2:15][CH2:16][CH3:17])[O:18][c:19]1[c:20](-[c:42]2[c:43]([F:50])[cH:44][cH:45][c:46]([O:48][CH3:49])[cH:47]2)[cH:21][cH:22][c:23]([CH2:25][O:26][c:27]2[cH:28][c:29]([CH2:33][CH2:34][C:35](=[O:36])[OH:37])[cH:30][cH:31][cH:32]2)[cH:24]1. Reactants: CCCCOc1cc(COc2cccc(C(CC(=O)O)C(F)(F)F)c2)ccc1-c1cc(OC)ccc1F, COC(=O)CCc1cccc(O)c1. Reported procedure: To a solution of (2R,3R)-3-methoxy-N-methyl-1-(pyrrolidin-1-yl)butan-2-amine (Compound M6) (80 mg, 0.43 mmol) in DCM (1.5 mL) was DIPEA (0.090 mL, 0.52 mmol) and 4-fluoro-3-methylbenzoyl chloride (0.061 mL, 0.43 mmol) added. The resultant mixture was stirred at rt overnight. The mixture was diluted with DCM (5 mL), washed with NaHCO3 (saturated, 5 mL), filtered through a phase separator and concentrated under reduced pressure. The residue was purified by preparative HPLC to give the title compou... As a reaction SMILES: [CH3:1][O:2][C@H:3]([CH3:13])[C@H:4]([NH:11][CH3:12])[CH2:5][N:6]1[CH2:10][CH2:9][CH2:8][CH2:7]1.CCN(C(C)C)C(C)C.[F:23][C:24]1[CH:32]=[CH:31][C:27]([C:28](Cl)=[O:29])=[CH:26][C:25]=1[CH3:33]>C(Cl)Cl>[F:23][C:24]1[CH:32]=[CH:31][C:27]([C:28]([N:11]([C@@H:4]([C@H:3]([O:2][CH3:1])[CH3:13])[CH2:5][N:6]2[CH2:10][CH2:9][CH2:8][CH2:7]2)[CH3:12])=[O:29])=[CH:26][C:25]=1[CH3:33]. The solvent is C(Cl)Cl (DCM), C(Cl)Cl (DCM). Product: FC1=C(C=C(C(=O)N(C)[C@H](CN2CCCC2)[C@@H](C)OC)C=C1)C (4-Fluoro-N-((2R,3R)-3-methoxy-1-(pyrrolidin-1-yl)butan-2-yl)-N,3-dimethylbenzamide). The yield is 73.6%. Reactants: CO[C@@H]([C@@H](CN1CCCC1)NC)C ((2R,3R)-3-methoxy-N-methyl-1-(pyrrolidin-1-yl)butan-2-amine), resultant mixture, CCN(C(C)C)C(C)C (DIPEA), FC1=C(C=C(C(=O)Cl)C=C1)C (4-fluoro-3-methylbenzoyl chloride).